This data is from the Open Reaction Database (ORD), a public repository of structured organic reaction records. The task is: describe an organic reaction: reactants, conditions, products, and yield The reactants are ClC=1C=C(C=C2CCC(N(C12)C)=O)B1OC(C(O1)(C)C)(C)C (8-chloro-1-methyl-6-(4,4,5,5-tetramethyl-[1,3,2]dioxaborolan-2-yl)-3,4-dihydro-1H-quinolin-2-one), BrC1=CN=CC=2C(CCCC12)NS(=O)(=O)CC ((rac)-ethanesulfonic acid (4-bromo-5,6,7,8-tetrahydro-isoquinolin-8-yl)-amide). Product: ClC=1C=C(C=C2CCC(N(C12)C)=O)C1=CN=CC=2C(CCCC12)NS(=O)(=O)CC ((rac)-Ethanesulfonic acid [4-(8-chloro-1-methyl-2-oxo-1,2,3,4-tetrahydro-quinolin-6-yl)-5,6,7,8-tetrahydro-isoquinolin-8-yl]-amide). Yield: 35.0%. RXN SMILES: [Cl:1][C:2]1[CH:3]=[C:4](B2OC(C)(C)C(C)(C)O2)[CH:5]=[C:6]2[C:11]=1[N:10]([CH3:12])[C:9](=[O:13])[CH2:8][CH2:7]2.Br[C:24]1[C:33]2[CH2:32][CH2:31][CH2:30][CH:29]([NH:34][S:35]([CH2:38][CH3:39])(=[O:37])=[O:36])[C:28]=2[CH:27]=[N:26][CH:25]=1>>[Cl:1][C:2]1[CH:3]=[C:4]([C:24]2[C:33]3[CH2:32][CH2:31][CH2:30][CH:29]([NH:34][S:35]([CH2:38][CH3:39])(=[O:37])=[O:36])[C:28]=3[CH:27]=[N:26][CH:25]=2)[CH:5]=[C:6]2[C:11]=1[N:10]([CH3:12])[C:9](=[O:13])[CH2:8][CH2:7]2. Procedure: In analogy to the procedure described for the preparation of example 28, 8-chloro-1-methyl-6-(4,4,5,5-tetramethyl-[1,3,2]dioxaborolan-2-yl)-3,4-dihydro-1H-quinolin-2-one (intermediate A-8) and (rac)-ethanesulfonic acid (4-bromo-5,6,7,8-tetrahydro-isoquinolin-8-yl)-amide (intermediate B-4) were used to give the title compound (47.2 mg, 35%) as a white solid. MS: 434.2 (M+H)+.